From a dataset of the Open Reaction Database (ORD), a public repository of structured organic reaction records. describe an organic reaction: reactants, conditions, products, and yield Reactants: CN (methylamine), Cl (hydrochloric acid), [N+](=O)([O-])C1=CC=C(COC(=O)N2[C@@H](C[C@@H](C2)SC(C)=O)CC(=O)O)C=C1 ((2R,4S)-1-(p-Nitrobenzyloxycarbonyl)-2-carboxymethyl-4-acetylthiopyrrolidine), ClC(=O)OCC (Ethyl chloroformate). Solvent: C(C)O (ethanol), C(C)N(CC)CC (triethylamine), O1CCCC1 (tetrahydrofuran), C(C)(=O)OCC (ethyl acetate). Conditions: time 30 minute. Yields the product [N+](=O)([O-])C1=CC=C(COC(=O)N2[C@@H](C[C@@H](C2)S)CC(=O)NC)C=C1 ((2R,4S)-1-(p-nitrobenzyloxycarbonyl)-2-methylaminocarbonylmethyl-4-mercaptopyrrolidine). As a reaction SMILES: [N+:1]([C:4]1[CH:26]=[CH:25][C:7]([CH2:8][O:9][C:10]([N:12]2[CH2:16][C@@H:15]([S:17]C(=O)C)[CH2:14][C@H:13]2[CH2:21][C:22]([OH:24])=O)=[O:11])=[CH:6][CH:5]=1)([O-:3])=[O:2].ClC(OCC)=O.[CH3:33][NH2:34].Cl>O1CCCC1.C(OCC)(=O)C.C(O)C.C(N(CC)CC)C>[N+:1]([C:4]1[CH:5]=[CH:6][C:7]([CH2:8][O:9][C:10]([N:12]2[CH2:16][C@@H:15]([SH:17])[CH2:14][C@H:13]2[CH2:21][C:22]([NH:34][CH3:33])=[O:24])=[O:11])=[CH:25][CH:26]=1)([O-:3])=[O:2]. Reported procedure: (2R,4S)-1-(p-Nitrobenzyloxycarbonyl)-2-carboxymethyl-4-acetylthiopyrrolidine (153 mg) was dissolved in 2 ml of dry tetrahydrofuran, and 61 mg of triethylamine was added thereto. Ethyl chloroformate (65 mg) was added thereto at -10° to -15° C. under nitrogen stream, followed by stirring at the same temperature for 30 minutes. A 30% ethanol solution of methylamine (414 mg) was added thereto at -40° C., and stirring was continued at -20° to -30° C. for 1 hour. The reaction mixture was acidified wit... Starting materials: CC(C)(C)P(c1cc2ccccc2n1-c1ccccc1)C(C)(C)C, C#C[Si](C)(C)C, CN(C)CCN(C)C, [Cu]I, COC(=O)C1CC1c1ccc(I)cc1. The product is COC(=O)C1CC1c1ccc(C#C[Si](C)(C)C)cc1. RXN SMILES: [C:15]([P:16]([C:17]([CH3:18])([CH3:19])[CH3:20])[c:21]1[n:22](-[c:23]2[cH:24][cH:25][cH:26][cH:27][cH:28]2)[c:29]2[c:30]([cH:31]1)[cH:32][cH:33][cH:34][cH:35]2)([CH3:36])([CH3:37])[CH3:38].[CH3:39][Si:40]([CH3:41])([CH3:42])[C:43]#[CH:44].[CH3:47][N:48]([CH3:49])[CH2:50][CH2:51][N:52]([CH3:53])[CH3:54].[Cu:45][I:46].[I:1][c:2]1[cH:3][cH:4][c:5]([CH:8]2[CH:9]([C:11](=[O:12])[O:13][CH3:14])[CH2:10]2)[cH:6][cH:7]1>>[c:2]1([C:44]#[C:43][Si:40]([CH3:39])([CH3:41])[CH3:42])[cH:3][cH:4][c:5]([CH:8]2[CH:9]([C:11](=[O:12])[O:13][CH3:14])[CH2:10]2)[cH:6][cH:7]1. Starting materials: CS(=O)(=O)Cl, CO, Cc1cccc(CCCO)c1O. The product is Cc1cccc(CCCCl)c1O. RXN SMILES: [CH3:13][S:14]([Cl:15])(=[O:16])=[O:17].[CH3:18][OH:19].[OH:1][CH2:2][CH2:3][CH2:4][c:5]1[c:6]([OH:12])[c:7]([CH3:11])[cH:8][cH:9][cH:10]1>>[CH2:2]([CH2:3][CH2:4][c:5]1[c:6]([OH:12])[c:7]([CH3:11])[cH:8][cH:9][cH:10]1)[Cl:15]. Run in CO (methanol). Starting materials: NC1=NC=C(C=C1CO)Br (2-amino-5-bromo-3-(hydroxymethyl)pyridine), C(OC)(OC)=O (dimethyl carbonate), C[O-].[Na+] (sodium methoxide). Yields the product BrC1=CC2=C(NC(OC2)=O)N=C1 (6-Bromo-2-oxo-1,4-dihydro-2H-pyrido[2,3-d]-1,3-oxazine). Yield: 50.9%. Procedure details: To a stirred solution of 2-amino-5-bromo-3-(hydroxymethyl)pyridine (3.0 g, 15 mmole) in methanol (30 mL) was added dimethyl carbonate (5 mL, 60 mmole) and sodium methoxide (25 wt % solution in methanol, 4 mL, 17.4 mmole). The reaction was heated at reflux for 18 hr, cooled to RT, and concentrated to dryness. The remaining residue was triturated with saturated aqueous NH4Cl (50 mL), filtered, washed with cold H2O (50 mL), and dried under vacuum to give the tide compound (1.75 g, 51%) as a beige s... RXN SMILES: [NH2:1][C:2]1[C:7]([CH2:8][OH:9])=[CH:6][C:5]([Br:10])=[CH:4][N:3]=1.[C:11](=O)(OC)[O:12]C.C[O-].[Na+]>CO>[Br:10][C:5]1[CH:4]=[N:3][C:2]2[NH:1][C:11](=[O:12])[O:9][CH2:8][C:7]=2[CH:6]=1 |f:2.3|. Starting materials: Cl (HCl), C(C)(C)(C)OC(NC1=NC(=CC=C1)CN1C(CCCC1C)C)=O ([6-(2,6-dimethyl-piperidin-1-ylmethyl)-pyridin-2-yl]-carbamic acid tert-butyl ester), [OH-].[Na+] (NaOH). Run in CO (MeOH). Run at temperature 40 celsius. Product: CC1N(C(CCC1)C)CC1=CC=CC(=N1)N (6-(2,6-Dimethyl-piperidin-1-ylmethyl)-pyridin-2-ylamine). RXN SMILES: Cl.C(OC(=O)[NH:8][C:9]1[CH:14]=[CH:13][CH:12]=[C:11]([CH2:15][N:16]2[CH:21]([CH3:22])[CH2:20][CH2:19][CH2:18][CH:17]2[CH3:23])[N:10]=1)(C)(C)C.[OH-].[Na+]>CO>[CH3:23][CH:17]1[CH2:18][CH2:19][CH2:20][CH:21]([CH3:22])[N:16]1[CH2:15][C:11]1[N:10]=[C:9]([NH2:8])[CH:14]=[CH:13][CH:12]=1 |f:2.3|. Procedure: HCl (1.25 mL, 1.25 mmol) in MeOH (15 mL) was added to [6-(2,6-dimethyl-piperidin-1-ylmethyl)-pyridin-2-yl]-carbamic acid tert-butyl ester (200 mg, 0.63 mmol) followed by heating at 40° C. for 18 h. The resulting mixture was cooled to RT and basified to pH 9 with 2 N NaOH. The mixture was extracted with CHCl3 (3×20 mL). The combined organic layers was dried over MgSO4 and concentrated in vacuo to give a yellow oil. MS m/z: 220.2 (M+H). Calc'd. for C13H21N3-219.17.